Dataset: the Open Reaction Database (ORD), a public repository of structured organic reaction records. Task: describe an organic reaction: reactants, conditions, products, and yield Starting materials: NC1=CC(=C(C(=O)NC2=CC=CC=C2)C=C1)Cl (4-amino-2-chlorobenzanilide), Cl.ClC1=NC=NC2=CC(=C(C=C12)OC)OC (4-chloro-6,7-dimethoxyquinazoline hydrochloride). Yields the product Cl.ClC=1C=C(NC2=NC=NC3=CC(=C(C=C23)OC)OC)C=CC1C(NC1=CC=CC=C1)=O (4-[3-chloro-4-(N-phenylcarbamoyl)anilino]-6,7-dimethoxyquinazoline hydrochloride salt). Yield: 71.0%. RXN SMILES: [NH2:1][C:2]1[CH:16]=[CH:15][C:5]([C:6]([NH:8][C:9]2[CH:14]=[CH:13][CH:12]=[CH:11][CH:10]=2)=[O:7])=[C:4]([Cl:17])[CH:3]=1.Cl.Cl[C:20]1[C:29]2[C:24](=[CH:25][C:26]([O:32][CH3:33])=[C:27]([O:30][CH3:31])[CH:28]=2)[N:23]=[CH:22][N:21]=1>>[ClH:17].[Cl:17][C:4]1[CH:3]=[C:2]([CH:16]=[CH:15][C:5]=1[C:6](=[O:7])[NH:8][C:9]1[CH:14]=[CH:13][CH:12]=[CH:11][CH:10]=1)[NH:1][C:20]1[C:29]2[C:24](=[CH:25][C:26]([O:32][CH3:33])=[C:27]([O:30][CH3:31])[CH:28]=2)[N:23]=[CH:22][N:21]=1 |f:1.2,3.4|. Procedure: Using an analogous procedure to that described in Example 1, 4-amino-2-chlorobenzanilide was reacted with 4-chloro-6,7-dimethoxyquinazoline hydrochloride to give 4-[3-chloro-4-(N-phenylcarbamoyl)anilino]-6,7-dimethoxyquinazoline hydrochloride salt in 71% yield, m.p. >260° C.; Starting materials: C[O-].[Na+] (sodium methoxide), product, bromomethyl, C(CCC)C1=NC=C(C(=N1)NCC1=CC=C(C=C1)C1=C(C=CC=C1)C1=NN=NN1)CBr (2-butyl-5-bromomethyl-4-{N-[(2'-[1H-tetrazol-5-yl]biphenyl-4-yl)methyl]amino}pyrimidine), Br (hydrogen bromide). The solvent is CO (methanol), C(C)(=O)O (acetic acid). The product is C(CCC)C1=NC=C(C(=N1)NCC1=CC=C(C=C1)C1=C(C=CC=C1)C1=NN=NN1)COC (2-Butyl-5-methoxymethyl-4-{N-[(2'-[1H-tetrazol-5yl]biphenyl-4-yl)methyl]amino}pyrimidine). RXN SMILES: [CH2:1]([C:5]1[N:10]=[C:9]([NH:11][CH2:12][C:13]2[CH:18]=[CH:17][C:16]([C:19]3[CH:24]=[CH:23][CH:22]=[CH:21][C:20]=3[C:25]3[NH:29][N:28]=[N:27][N:26]=3)=[CH:15][CH:14]=2)[C:8]([CH2:30]Br)=[CH:7][N:6]=1)[CH2:2][CH2:3][CH3:4].Br.[CH3:33][O-:34].[Na+]>C(O)(=O)C.CO>[CH2:1]([C:5]1[N:10]=[C:9]([NH:11][CH2:12][C:13]2[CH:18]=[CH:17][C:16]([C:19]3[CH:24]=[CH:23][CH:22]=[CH:21][C:20]=3[C:25]3[NH:29][N:28]=[N:27][N:26]=3)=[CH:15][CH:14]=2)[C:8]([CH2:30][O:34][CH3:33])=[CH:7][N:6]=1)[CH2:2][CH2:3][CH3:4] |f:2.3|. Procedure: 2-n-Butyl-5-hydroxymethyl-4-{N-[(2-1H-tetrazol-5-yl]biphenyl-4-yl)methyl]amino}pyrimidine hydrochloride, the product of Example 2B, is converted to 2-butyl-5-bromomethyl-4-{N-[(2'-[1H-tetrazol-5-yl]biphenyl-4-yl)methyl]amino}pyrimidine by treatment with hydrogen bromide in acetic acid according to the method of A. Schellenberger and K. Winter in Z. Physiol. Chem., 322, 164 (1960). The bromomethyl intermediate is then converted to the title compound by treatment with sodium methoxide in methanol. Starting materials: BrC1=CC(=C(C=C1)O)OC (4-Bromo-2-methoxyphenol), CC=1C=C(C=CC1)B(O)O (3-methylbenzeneboronic acid), TEA, cupric acetate. The solvent is C(Cl)Cl (DCM). Conditions: time 48 hour. The product is BrC1=CC(=C(C=C1)OC=1C=C(C=CC1)C)OC (4-Bromo-2-methoxy-1-m-tolyloxybenzene). As a reaction SMILES: [Br:1][C:2]1[CH:7]=[CH:6][C:5]([OH:8])=[C:4]([O:9][CH3:10])[CH:3]=1.[CH3:11][C:12]1[CH:13]=[C:14](B(O)O)[CH:15]=[CH:16][CH:17]=1>C(Cl)Cl>[Br:1][C:2]1[CH:7]=[CH:6][C:5]([O:8][C:16]2[CH:17]=[C:12]([CH3:11])[CH:13]=[CH:14][CH:15]=2)=[C:4]([O:9][CH3:10])[CH:3]=1. Procedure details: 4-Bromo-2-methoxyphenol (1.0 g, 0.0049 mol), 3-methylbenzeneboronic acid (1.7 g, 0.012 mol), TEA (4.1 mL, 0.030 mol), cupric acetate (1.4 g, 0.0079 mol) and DCM (50 mL) were added to a 100 mL oven dried flask and the reaction was stirred at rt for 48 h. Reaction mixture was then filtered through celite. The filtrate was concentrated in vacuo to give a residue which was purified by silica gel chromatography, eluting with 5% EtOAc in hexane. 1H NMR (400 MHz, CDCl3): δ=2.31 (s, 3H), 3.83 (s, 3H), 6... Yields the product ClC1=CC(=C(OCC(=O)OC(C)(C)C)C=C1)CN1[C@H]([C@H](N(CC1)C(CC1=CC=CC=C1)=O)C)C ((Cis)-[4-chloro-2-[[2,3-dimethyl-4-(phenylacetyl)-1-piperazinyl]methyl]phenoxy]-acetic acid, 1,1-dimethylethyl Ester). Reaction SMILES: [Cl:1][C:2]1[CH:16]=[CH:15][C:5]([O:6][CH2:7][C:8]([O:10][C:11]([CH3:14])([CH3:13])[CH3:12])=[O:9])=[C:4]([CH2:17][N:18]2[CH2:23][CH2:22][NH:21][CH:20]([CH3:24])[CH:19]2[CH3:25])[CH:3]=1.C(=O)(O)[O-].[Na+].[C:31]1([CH2:37][C:38](Cl)=[O:39])[CH:36]=[CH:35][CH:34]=[CH:33][CH:32]=1>C(Cl)Cl.O>[Cl:1][C:2]1[CH:16]=[CH:15][C:5]([O:6][CH2:7][C:8]([O:10][C:11]([CH3:14])([CH3:13])[CH3:12])=[O:9])=[C:4]([CH2:17][N:18]2[CH2:23][CH2:22][N:21]([C:38](=[O:39])[CH2:37][C:31]3[CH:36]=[CH:35][CH:34]=[CH:33][CH:32]=3)[C@H:20]([CH3:24])[C@@H:19]2[CH3:25])[CH:3]=1 |f:1.2|. Run at time 2 hour. Procedure details: To a vigorously stirred solution/suspension of the product from example 71 part a) (0.189 g) and solid sodium bicarbonate (0.215 g) in DCM (2 ml) and water (2 ml) was added phenylacetyl chloride (0.14 ml) dropwise. The mixture was stirred for 2 h. The organic layer and 1 further DCM extract were combined, dried (Na2SO4) and purified by passage through SCX resin eluting with MeCN, MeOH followed by 7M NH3 in MeOH. The basic fractions were concentrated in vacuo to give the sub-titled product as a w... Reactants: ClC1=CC(=C(OCC(=O)OC(C)(C)C)C=C1)CN1C(C(NCC1)C)C ([4-Chloro-2-[(2,3-dimethyl-1-piperazinyl)methyl]phenoxy]-acetic Acid, 1,1-dimethylethyl Ester), C([O-])(O)=O.[Na+] (sodium bicarbonate), C1(=CC=CC=C1)CC(=O)Cl (phenylacetyl chloride). The solvent is C(Cl)Cl (DCM), O (water). Starting materials: C(=O)(O)[O-].[Na+] (NaHCO3), N[C@@H]1[C@@H](N(CCC1)C(=O)OC(C)(C)C)C1=CC=CC=C1 ((2S,3S)-3-Amino-1-tert-butoxycarbonyl-2-phenylpiperidine), C(#N)C(C)C=1C=CC(=C(C=O)C1)OC (5-(1-Cyanoethyl)-2-methoxybenzaldehyde), [BH-](OC(=O)C)(OC(=O)C)OC(=O)C.[Na+] (NaBH(OAc)3). Run in C(Cl)Cl (CH2Cl2). Yields the product C(C)(C)(C)OC(=O)N1[C@H]([C@H](CCC1)NCC1=C(C=CC(=C1)C(C)C#N)OC)C1=CC=CC=C1 ((2S,3S)-1-tert-Butoxycarbonyl-3-(5-(1-cyanoethyl)-2-methoxybenzyl)amino-2-phenylpiperidine). Yield: 103.8%. Reaction SMILES: [NH2:1][C@H:2]1[CH2:7][CH2:6][CH2:5][N:4]([C:8]([O:10][C:11]([CH3:14])([CH3:13])[CH3:12])=[O:9])[C@H:3]1[C:15]1[CH:20]=[CH:19][CH:18]=[CH:17][CH:16]=1.[C:21]([CH:23]([C:25]1[CH:26]=[CH:27][C:28]([O:33][CH3:34])=[C:29]([CH:32]=1)[CH:30]=O)[CH3:24])#[N:22].[BH-](OC(C)=O)(OC(C)=O)OC(C)=O.[Na+].C([O-])(O)=O.[Na+]>C(Cl)Cl>[C:11]([O:10][C:8]([N:4]1[CH2:5][CH2:6][CH2:7][C@H:2]([NH:1][CH2:30][C:29]2[CH:32]=[C:25]([CH:23]([C:21]#[N:22])[CH3:24])[CH:26]=[CH:27][C:28]=2[O:33][CH3:34])[C@@H:3]1[C:15]1[CH:16]=[CH:17][CH:18]=[CH:19][CH:20]=1)=[O:9])([CH3:14])([CH3:13])[CH3:12] |f:2.3,4.5|. Procedure: To a stirred and ice-cooled solution of Compound 17 (160 mg, 0.60 mmol) and Compound 14 (120 mg, 0.60 mmol) in dry CH2Cl2 (5 ml) was added NaBH(OAc)3 (430 mg, 2.0 mmol) in one portion. The mixture was stirred at room temperature for 20 hours. The mixture was poured into NaHCO3 aq., and extracted with CH2Cl2. The combined extracts were dried (Na2SO4), and concentrated in vacuo to give Compound 18 as a yellow oil (280 mg).